The task is: describe an organic reaction: reactants, conditions, products, and yield. This data is from the Open Reaction Database (ORD), a public repository of structured organic reaction records. Reactants: CN(C=O)C (dimethylformamide), [Br-].[Na+] (sodium bromide), ClCC(CS(=O)(=O)C1=CC=CC=C1)=C ((2-chloromethyl-prop-2-ene-1-sulfonyl)-benzene). Run in BrCBr (dibromomethane). Reaction conditions: temperature 100 celsius, time 16 hour. The product is BrCC(CS(=O)(=O)C1=CC=CC=C1)=C ((2-bromomethyl-prop-2-ene-1-sulfonyl)-benzene). Yield: 37250.8%. As a reaction SMILES: Cl[CH2:2][C:3](=[CH2:14])[CH2:4][S:5]([C:8]1[CH:13]=[CH:12][CH:11]=[CH:10][CH:9]=1)(=[O:7])=[O:6].CN(C)C=O.[Br-:20].[Na+]>BrCBr>[Br:20][CH2:2][C:3](=[CH2:14])[CH2:4][S:5]([C:8]1[CH:13]=[CH:12][CH:11]=[CH:10][CH:9]=1)(=[O:7])=[O:6] |f:2.3|. Procedure: A solution of crude (2-chloromethyl-prop-2-ene-1-sulfonyl)-benzene (186 g, assumed 0.80 mmol) in a mixture of dibromomethane (400 ml) and of dimethylformamide (800 ml) was stirred at room temperature during the addition of sodium bromide (82 g, 0.80 mmol). The resulting suspension was stirred at 100° C. for 16 hours, then cooled to room temperature and concentrated in vacuo. The crude material was dissolved in of ethyl acetate (750 ml) and the resulting solution was washed with water (750 ml) an... Starting materials: [H-].[Na+] (sodium hydride), OC=1C=C(/C=C/C=2SC3=C(N2)C=CC=C3)C=CC1 (2-(trans-3-hydroxystyryl)benzothiazole), C1(CCO1)=O (β-propiolactone). Run in CN(C=O)C (dimethylformamide). Run at time 30 minute. The product is C(=O)(O)CCOC=1C=C(/C=C/C=2SC3=C(N2)C=CC=C3)C=CC1 (2-[trans-3-(2-carboxyethoxy)styryl]benzothiazole). The yield is 31.0%. As a reaction SMILES: [H-].[Na+].[OH:3][C:4]1[CH:5]=[C:6]([CH:18]=[CH:19][CH:20]=1)/[CH:7]=[CH:8]/[C:9]1[S:10][C:11]2[CH:17]=[CH:16][CH:15]=[CH:14][C:12]=2[N:13]=1.[C:21]1(=[O:25])[O:24][CH2:23][CH2:22]1>CN(C)C=O>[C:21]([CH2:22][CH2:23][O:3][C:4]1[CH:5]=[C:6]([CH:18]=[CH:19][CH:20]=1)/[CH:7]=[CH:8]/[C:9]1[S:10][C:11]2[CH:17]=[CH:16][CH:15]=[CH:14][C:12]=2[N:13]=1)([OH:25])=[O:24] |f:0.1|. Procedure details: To 3 ml of dimethylformamide were added 47 mg of 60% sodium hydride and 300 mg of 2-(trans-3-hydroxystyryl)benzothiazole, and the mixture was stirred at room temperature for 30 minutes. Then, 74 μl of β-propiolactone was added and the mixture was further stirred for 4.5 hours. The acidic portion was extracted in a conventional manner with chloroform, and after drying over anhydrous magnesium sulfate, the solvent was evaporated under reduced pressure and the crude crystals were washed with ethyl ... Reactants: C(C)[Zn]CC (Diethylzinc), ClCCC(=O)C1=CC=CC=C1 (3-chloropropiophenone), Compound B. Yields the product ClCCC(CC)(O)C1=CC=CC=C1 (1-Chloro-3-phenyl-3-pentanol). Isolated yield 82.0%. RXN SMILES: [CH2:1]([Zn]CC)[CH3:2].[Cl:6][CH2:7][CH2:8][C:9]([C:11]1[CH:16]=[CH:15][CH:14]=[CH:13][CH:12]=1)=[O:10]>>[Cl:6][CH2:7][CH2:8][C:9]([C:11]1[CH:16]=[CH:15][CH:14]=[CH:13][CH:12]=1)([OH:10])[CH2:1][CH3:2]. Reported procedure: Diethylzinc addition to 3-chloropropiophenone (0.5 g, 2.97 mmol) was performed according to general procedure B using 10 mol % of Compound B (162.1 mg). The crude product was filtered through a pad of basic alumina with EtOAc (200 mL) to yield 485 mg of 8 (82% yield, 88% ee) as a colorless oil: [α]D 20=−21.0 (c 3.0, MeOH); 1H NMR (CDCl3, 360 MHz) δ 0.76 (dd, J=7.6, 7.6 Hz, 3H), 1.76-1.90 (m, 2H), 2.25-2.34 (m, 2H), 3.20-3.29 (m, 1H), 3.48-3.60 (m, 1H), 7.20-7.39 (m, 5H) ppm; 13C{1H} NMR (CDCl3, ...